From a dataset of the Open Reaction Database (ORD), a public repository of structured organic reaction records. describe an organic reaction: reactants, conditions, products, and yield Reactants: COc1cc(-c2cnc3[nH]cc(C(=O)C4(C)CCN(C(=O)OC(C)(C)C)CC4)c3n2)cc(OC)c1OC, CO. Product: COc1cc(-c2cnc3[nH]cc(C(=O)C4(C)CCNCC4)c3n2)cc(OC)c1OC. As a reaction SMILES: [C:1]([O:2][C:3](=[O:4])[N:8]1[CH2:9][CH2:10][C:11]([C:14](=[O:15])[c:16]2[cH:17][nH:18][c:19]3[n:20][cH:21][c:22](-[c:25]4[cH:26][c:27]([O:35][CH3:36])[c:28]([O:33][CH3:34])[c:29]([O:31][CH3:32])[cH:30]4)[n:23][c:24]23)([CH3:37])[CH2:12][CH2:13]1)([CH3:5])([CH3:6])[CH3:7].[CH3:38][OH:39]>>[NH:8]1[CH2:9][CH2:10][C:11]([C:14](=[O:15])[c:16]2[cH:17][nH:18][c:19]3[n:20][cH:21][c:22](-[c:25]4[cH:26][c:27]([O:35][CH3:36])[c:28]([O:33][CH3:34])[c:29]([O:31][CH3:32])[cH:30]4)[n:23][c:24]23)([CH3:37])[CH2:12][CH2:13]1. Reactants: P(Br)(Br)Br (PBr3), FC1=CC=C(C=C1)C(CCO)C1=CC=C(C=C1)F (3,3-bis(4-fluorophenyl)propanol), ice, CCOCC (ether). Run in C1(=CC=CC=C1)C (toluene), C1(=CC=CC=C1)C (toluene). Reaction conditions: temperature 60 celsius, time 90 minute. The product is FC1=CC=C(C=C1)C(CCBr)C1=CC=C(C=C1)F (3,3-Bis(4-fluorophenyl)propyl bromide). RXN SMILES: [F:1][C:2]1[CH:7]=[CH:6][C:5]([CH:8]([C:12]2[CH:17]=[CH:16][C:15]([F:18])=[CH:14][CH:13]=2)[CH2:9][CH2:10]O)=[CH:4][CH:3]=1.P(Br)(Br)[Br:20].CCOCC>C1(C)C=CC=CC=1>[F:1][C:2]1[CH:7]=[CH:6][C:5]([CH:8]([C:12]2[CH:17]=[CH:16][C:15]([F:18])=[CH:14][CH:13]=2)[CH2:9][CH2:10][Br:20])=[CH:4][CH:3]=1. Reported procedure: 50.1 g (0.202 mol) of 3,3-bis(4-fluorophenyl)propanol were dissolved in 150 ml of toluene, and a solution of 21.8 g (0.081 mol) of PBr3 in 50 ml of toluene was added dropwise. The mixture was stirred at room temperature for 30 minutes and at 60° C. for 90 minutes and, for hydrolysis, was poured onto 400 ml of ice, 200 ml of ether were added, the organic phase was separated off, washed with NaHCO3 solution and NaCl solution, dried and concentrated and the residue was distilled in vacuo for purifi... The reactants are Cc1cc([N+](=O)[O-])c(O)cc1F, CS(C)=O, ClCCl, CCI, [K+], [K+], O=C([O-])[O-]. Yields the product CCOc1cc(F)c(C)cc1[N+](=O)[O-]. RXN SMILES: [CH3:1][c:2]1[cH:3][c:4]([N+:10](=[O:11])[O-:12])[c:5]([OH:9])[cH:6][c:7]1[F:8].[CH3:22][S:23]([CH3:24])=[O:25].[Cl:26][CH2:27][Cl:28].[I:13][CH2:14][CH3:15].[K+:16].[K+:17].[O-:18][C:19]([O-:20])=[O:21]>>[CH3:1][c:2]1[cH:3][c:4]([N+:10](=[O:11])[O-:12])[c:5]([O:9][CH2:14][CH3:15])[cH:6][c:7]1[F:8]. Procedure: A solution of 20 g of methyl 2-methyl-4-piperidino-5-methylsulfonylbenzoate [obtainable by reacting piperidine with 2-methyl-4-chloro-5-methylsulfonylbenzoic acid followed by esterification] and 30 g of guanidine, which has been liberated beforehand from the guanadine hydrochloride using sodium methylate, is stirred in 160 ml of methanol at 50° over a period of twenty hours. After cooling to 0°, water is added, stirring is continued for 1 hour and the precipitate which forms is separated off. Re... Run in O (water), CO (methanol). Starting materials: C[O-].[Na+] (sodium methylate), Cl (hydrochloride), CC1=C(C(=O)OC)C=C(C(=C1)N1CCCCC1)S(=O)(=O)C (methyl 2-methyl-4-piperidino-5-methylsulfonylbenzoate), NC(=N)N (guanidine). As a reaction SMILES: [CH3:1][C:2]1[CH:11]=[C:10]([N:12]2[CH2:17][CH2:16][CH2:15][CH2:14][CH2:13]2)[C:9]([S:18]([CH3:21])(=[O:20])=[O:19])=[CH:8][C:3]=1[C:4](OC)=[O:5].[NH2:22][C:23]([NH2:25])=[NH:24].[ClH:26].C[O-].[Na+]>CO.O>[NH2:24][C:23]([NH2:25])=[N:22][C:4](=[O:5])[C:3]1[CH:8]=[C:9]([S:18]([CH3:21])(=[O:20])=[O:19])[C:10]([N:12]2[CH2:17][CH2:16][CH2:15][CH2:14][CH2:13]2)=[CH:11][C:2]=1[CH3:1].[ClH:26] |f:3.4|. Run at time 1 hour. The product is NC(=NC(C1=C(C=C(C(=C1)S(=O)(=O)C)N1CCCCC1)C)=O)N (N-diaminomethylene-2-methyl-4-piperidino-5-methylsulfonylbenzamide), Cl (hydrochloride). Reaction SMILES: [C:1]([c:2]1[cH:3][cH:4][cH:5][cH:6][cH:7]1)(=[O:8])[NH:9][c:10]1[n:11][c:12](=[O:24])[n:13]([CH:14]2[CH2:15][CH:16]([OH:17])[CH:18]([CH2:19][OH:20])[O:21]2)[cH:22][cH:23]1.[C:25]([c:26]1[cH:27][cH:28][cH:29][cH:30][cH:31]1)([c:32]1[cH:33][cH:34][cH:35][cH:36][cH:37]1)([c:38]1[cH:39][cH:40][cH:41][cH:42][cH:43]1)[Cl:44].[cH:45]1[cH:46][cH:47][n:48][cH:49][cH:50]1>>[C:1]([c:2]1[cH:3][cH:4][cH:5][cH:6][cH:7]1)(=[O:8])[NH:9][c:10]1[n:11][c:12](=[O:24])[n:13]([CH:14]2[CH2:15][CH:16]([OH:17])[CH:18]([CH2:19][O:20][C:25]([c:26]3[cH:27][cH:28][cH:29][cH:30][cH:31]3)([c:32]3[cH:33][cH:34][cH:35][cH:36][cH:37]3)[c:38]3[cH:39][cH:40][cH:41][cH:42][cH:43]3)[O:21]2)[cH:22][cH:23]1. Starting materials: O=C(Nc1ccn(C2CC(O)C(CO)O2)c(=O)n1)c1ccccc1, ClC(c1ccccc1)(c1ccccc1)c1ccccc1, c1ccncc1. Product: O=C(Nc1ccn(C2CC(O)C(COC(c3ccccc3)(c3ccccc3)c3ccccc3)O2)c(=O)n1)c1ccccc1.